From a dataset of the Open Reaction Database (ORD), a public repository of structured organic reaction records. describe an organic reaction: reactants, conditions, products, and yield Reactants: C(CC)C1SCCCS1 (2-n-propyl-1,3-dithian), C(C)=O (acetaldehyde), C(CCC)[Li] (n-butyllithium), solution. Solvent: CCCCCC (n-hexane). Product: OC(C)C1(SCCCS1)CCC (2-(1-hydroxyethyl)-2-n-propyl-1,3-dithian). Yield: 86.9%. Reaction SMILES: [CH2:1]([CH:4]1[S:9][CH2:8][CH2:7][CH2:6][S:5]1)[CH2:2][CH3:3].C([Li])CCC.[CH:15](=[O:17])[CH3:16]>CCCCCC>[OH:17][CH:15]([C:4]1([CH2:1][CH2:2][CH3:3])[S:9][CH2:8][CH2:7][CH2:6][S:5]1)[CH3:16]. Procedure details: The synthesis was carried out in a similar manner to Example 4/(a), but using 8 g (49.3 mmol) of 2-n-propyl-1,3-dithian, 52 mmol of n-butyllithium (32.5 ml of a 1.6 M solution in n-hexane) and 2.5 g (56.8 mmol) of acetaldehyde. 8.84 g of 2-(1-hydroxyethyl)-2-n-propyl-1,3-dithian were obtained as a colorless oil. Reactants: FC=1C=C(C(=O)OC)C=CC1OC1COC1 (methyl 3-fluoro-4-(oxetan-3-yloxy)benzoate), [OH-].[K+] (KOH). The solvent is CO (MeOH). Reaction conditions: time 3 hour. The product is FC=1C=C(C(=O)O)C=CC1OC1COC1 (3-Fluoro-4-(oxetan-3-yloxy)benzoic acid). RXN SMILES: [F:1][C:2]1[CH:3]=[C:4]([CH:9]=[CH:10][C:11]=1[O:12][CH:13]1[CH2:16][O:15][CH2:14]1)[C:5]([O:7]C)=[O:6].[OH-].[K+]>CO>[F:1][C:2]1[CH:3]=[C:4]([CH:9]=[CH:10][C:11]=1[O:12][CH:13]1[CH2:14][O:15][CH2:16]1)[C:5]([OH:7])=[O:6] |f:1.2|. Reported procedure: Crude methyl 3-fluoro-4-(oxetan-3-yloxy)benzoate from Step 1, MeOH (1 mL), and KOH (4.0 mL of 3.0 M, 12 mmol) were combined and the mixture was allowed to stir for 3 h at rt. The mixture was extracted with EtOAc and the organic layer was discarded. The aqueous layer was then treated with 1N HCl and the pH was adjusted to pH 3. The aqueous layer was extracted with EtOAc (3×) and the combined organic layers were dried over sodium sulfate and the solvent was removed. The crude acid was used without...